From a dataset of the Open Reaction Database (ORD), a public repository of structured organic reaction records. describe an organic reaction: reactants, conditions, products, and yield Run at time 8 hour. Starting materials: C(C1=CC=CC=C1)(=O)C1=C(NC(CI)=O)C=CC(=C1)Cl (2'-benzoyl-4'-chloro-2-iodo-acetanilide), [N-]=[N+]=[N-].[Na+] (sodium azide), [OH-].C(C1=CC=CC=C1)[N+](C)(C)C (benzyltrimethylammonium hydroxide). RXN SMILES: [C:1]([C:9]1[CH:19]=[C:18](Cl)[CH:17]=[CH:16][C:10]=1[NH:11][C:12](=O)CI)(=O)C1C=CC=CC=1.[N-:21]=[N+]=[N-].[Na+].[OH-].[CH2:26]([N+](C)(C)C)[C:27]1[CH:32]=[CH:31][CH:30]=[CH:29][CH:28]=1>CO>[N:11]1[C:12]2[C:18](=[CH:19][CH:9]=[C:1]3[NH:21][C:32]4[CH:31]=[CH:30][CH:29]=[CH:28][C:27]=4[C:26]3=2)[CH:17]=[CH:16][CH:10]=1 |f:1.2,3.4|. Run in CO (methanol). Product: N1=CC=CC2=CC=C3C(=C12)C=1C=CC=CC1N3 (indoloquinoline). Reported procedure: A solution of 120 g. of 2'-benzoyl-4'-chloro-2-iodo-acetanilide (mp 125°-127°) and 39.0 g. of sodium azide in 3.2 l of methanol was heated to reflux for 15 minutes. The mixture was allowed to cool at room temperature. A methanolic solution of benzyltrimethylammonium hydroxide (35% concentration, 25 ml.) was added while the mixture was still warm. After standing overnight, 70.5 g. (79%) of 3-azido-6-chloro-4-phenylcarbostyril, as yellow needles, were collected and washed with methanol, melting po... The product is C(C)N1C(CN[C@H](C1)C)=O ((5S)-1-Ethyl-5-methylpiperazin-2-one). Reported procedure: A mixture of chloro-1,5-cyclooctadiene iridium (I) dimer (34 mg, 51 μmol) and (S)-1-[(R)-2-di-(3,5-bis(trifluoromethyl)phenyl)phosphino)ferrocenyl]ethyldicyclohexylphosphine (44 mg, 51 μmol; Solvias AG, SL-J006-2) in a mixture of 1:2 toluene and methanol (100 mL; purged with nitrogen for 15 minutes) was sonicated under an atmosphere of nitrogen for 15 minutes. To the resultant mixture, iodine (0.39 g, 1.52 mmol) and 1-ethyl-5-methylpyrazin-2(1H)-one (7.0 g, 50.66 mmol) was added. The resultant m... The reagents and catalysts are [Ir+].ClC1=CCCC=CCC1 (chloro-1,5-cyclooctadiene iridium (I)). Reaction SMILES: C(P(C1CCCCC1)C1CCCCC1)C.C1(C)C=CC=CC=1.II.[CH2:25]([N:27]1[CH:32]=[C:31]([CH3:33])[N:30]=[CH:29][C:28]1=[O:34])[CH3:26]>[Ir+].ClC1CCC=CCCC=1.CO>[CH2:25]([N:27]1[CH2:32][C@H:31]([CH3:33])[NH:30][CH2:29][C:28]1=[O:34])[CH3:26] |f:4.5|. Reactants: resultant mixture, C(C)P(C1CCCCC1)C1CCCCC1 (ethyldicyclohexylphosphine), resultant mixture, II (iodine), C(C)N1C(C=NC(=C1)C)=O (1-ethyl-5-methylpyrazin-2(1H)-one), C1(=CC=CC=C1)C (toluene). The solvent is CO (methanol). Reactants: Cl (hydrochloric acid), C(C)(C)(C)OC(=O)NC1=C(C(=O)O)C=C(C=C1)C(F)(F)F (2-(tert-butoxycarbonylamino)-5-(trifluoromethyl)benzoic acid), Cl (hydrochloric acid), starting material, Cl (hydrochloric acid). Run in O1CCOCC1 (dioxane), O1CCOCC1 (dioxane), O1CCOCC1 (dioxane), O1CCOCC1 (dioxane). Reaction conditions: time 4 hour. Yields the product Cl.NC1=C(C(=O)O)C=C(C=C1)C(F)(F)F (2-amino-5-(trifluoromethyl)benzoic acid, hydrochloride). As a reaction SMILES: C(OC([NH:8][C:9]1[CH:17]=[CH:16][C:15]([C:18]([F:21])([F:20])[F:19])=[CH:14][C:10]=1[C:11]([OH:13])=[O:12])=O)(C)(C)C.[ClH:22]>O1CCOCC1>[ClH:22].[NH2:8][C:9]1[CH:17]=[CH:16][C:15]([C:18]([F:19])([F:20])[F:21])=[CH:14][C:10]=1[C:11]([OH:13])=[O:12] |f:3.4|. Procedure details: A suspension of 2-(tert-butoxycarbonylamino)-5-(trifluoromethyl)benzoic acid (56.34 g, 185 mmol, see: S. Takagishi, et al., Synlett 1992) in dioxane (100 mL) was treated with the dropwise addition of 4 N hydrochloric acid solution in dioxane (250 mL, 1.0 mol), and the mixture was stirred for 4 h. Analysis by LC/MS indicated that the reaction was not complete, so additional 4 N hydrochloric acid solution in dioxane (250 mL, 1.0 mol) was added, and the mixture was stirred overnight. Analysis by LC... Reactants: CC(C)Br, O=C([O-])[O-], CN(C)C=O, [K+], [K+], O, COC(=O)c1ccc([N+](=O)[O-])c(O)c1. The product is COC(=O)c1ccc([N+](=O)[O-])c(OC(C)C)c1. Reaction SMILES: [Br:21][CH:22]([CH3:23])[CH3:24].[C:15](=[O:16])([O-:17])[O-:18].[CH3:26][N:27]([CH3:28])[CH:29]=[O:30].[K+:19].[K+:20].[OH2:25].[OH:1][c:2]1[cH:3][c:4]([C:5](=[O:6])[O:7][CH3:8])[cH:9][cH:10][c:11]1[N+:12](=[O:13])[O-:14]>>[O:1]([c:2]1[cH:3][c:4]([C:5](=[O:6])[O:7][CH3:8])[cH:9][cH:10][c:11]1[N+:12](=[O:13])[O-:14])[CH:22]([CH3:23])[CH3:24]. Starting materials: OCCBr, Cc1ccc(CC2(O)CCNCC2)cc1, CCC(C)=O, [K+], [K+], O=C([O-])[O-], O. Product: Cc1ccc(CC2(O)CCN(CCO)CC2)cc1. As a reaction SMILES: [Br:16][CH2:17][CH2:18][OH:19].[CH3:1][c:2]1[cH:3][cH:4][c:5]([CH2:6][C:7]2([OH:13])[CH2:8][CH2:9][NH:10][CH2:11][CH2:12]2)[cH:14][cH:15]1.[CH3:27][C:28](=[O:29])[CH2:30][CH3:31].[K+:20].[K+:21].[O-:22][C:23]([O-:24])=[O:25].[OH2:26]>>[CH3:1][c:2]1[cH:3][cH:4][c:5]([CH2:6][C:7]2([OH:13])[CH2:8][CH2:9][N:10]([CH2:17][CH2:18][OH:19])[CH2:11][CH2:12]2)[cH:14][cH:15]1. Starting materials: BrC=1C=CC2=C(N(C=3CCN(CCC32)C(=O)OC(C)(C)C)C)N1 (tert-Butyl 2-bromo-10-methyl-5,8,9,10-tetrahydropyrido[3′,2′:4,5]pyrrolo[2,3-d]azepine-7(6H)-carboxylate), FC1=CC=C(COC2=CC(NC=C2)=O)C=C1 (4-(4-fluorobenzyloxy)pyridin-2(1H)-one). Product: FC1=CC=C(COC2=CC(N(C=C2)C=2C=CC3=C(N(C=4CCN(CCC43)C(=O)OC(C)(C)C)C)N2)=O)C=C1 (tert-Butyl 2-(4-(4-fluorobenzyloxy)-2-oxopyridin-1(2H)-yl)-10-methyl-5,8,9,10-tetrahydropyrido[3′,2′:4,5]pyrrolo[2,3-d]azepine-7(6H)-carboxylate). Isolated yield 61.0%. Reaction SMILES: Br[C:2]1[CH:3]=[CH:4][C:5]2[C:14]3[CH2:13][CH2:12][N:11]([C:15]([O:17][C:18]([CH3:21])([CH3:20])[CH3:19])=[O:16])[CH2:10][CH2:9][C:8]=3[N:7]([CH3:22])[C:6]=2[N:23]=1.[F:24][C:25]1[CH:39]=[CH:38][C:28]([CH2:29][O:30][C:31]2[CH:36]=[CH:35][NH:34][C:33](=[O:37])[CH:32]=2)=[CH:27][CH:26]=1>>[F:24][C:25]1[CH:39]=[CH:38][C:28]([CH2:29][O:30][C:31]2[CH:36]=[CH:35][N:34]([C:2]3[CH:3]=[CH:4][C:5]4[C:14]5[CH2:13][CH2:12][N:11]([C:15]([O:17][C:18]([CH3:21])([CH3:20])[CH3:19])=[O:16])[CH2:10][CH2:9][C:8]=5[N:7]([CH3:22])[C:6]=4[N:23]=3)[C:33](=[O:37])[CH:32]=2)=[CH:27][CH:26]=1. Reported procedure: tert-Butyl 2-bromo-10-methyl-5,8,9,10-tetrahydropyrido[3′,2′:4,5]pyrrolo[2,3-d]azepine-7(6H)-carboxylate (120 mg, 0.316 mmol) and 4-(4-fluorobenzyloxy)pyridin-2(1H)-one (76 mg, 0.35 mmol) were reacted following the procedure for Example 2 (step d) to provide the title compound (100 mg, 62%) as a white solid: ESI MS m/z 519 [M+H]+. Reactants: CC1CC(CCC1C1=CC=CC=C1)=O (3-methyl-4-phenylcyclohexanone), NC1=NC=2C[C@H]([C@@H](CC2C(=N1)N)C1=CC=CC=C1)C (trans-2,4-diamino-7-methyl-6-phenyl-5,6,7,8-tetrahydroquinazoline), C(#N)NC(=N)N (cyanoguanidine). The solvent is C(C)O (ethanol). The product is NC1=NC(=NC=2CCC(C(C12)C)C1=CC=CC=C1)N (diamino-5-methyl-6-phenyl-5,6,7,8-tetrahydroquinazoline). Yield: 13.8%. RXN SMILES: [CH3:1][CH:2]1[CH:7]([C:8]2[CH:13]=[CH:12][CH:11]=[CH:10][CH:9]=2)[CH2:6][CH2:5][C:4](=O)[CH2:3]1.[C:15]([NH:17][C:18]([NH2:20])=[NH:19])#[N:16].NC1N=C(N)C2C[C@@H](C3C=CC=CC=3)[C@H](C)CC=2N=1>C(O)C>[NH2:16][C:15]1[C:3]2[CH:2]([CH3:1])[CH:7]([C:8]3[CH:13]=[CH:12][CH:11]=[CH:10][CH:9]=3)[CH2:6][CH2:5][C:4]=2[N:19]=[C:18]([NH2:20])[N:17]=1. Procedure: The mixture of these isomers was prepared in a manner analogous to that of Example 1, using 7.0 grams (0.037 mole) of 3-methyl-4-phenylcyclohexanone and 3.4 grams (0.040 mole) of cyanoguanidine in ethoxyethoxy)ethanoethoxyethoxy)ethanol, yielding 1.3 grams of diamino-5-methyl-6-phenyl-5,6,7,8-tetrahydroquinazoline and cis/trans-2,4-diamino-7-methyl-6-phenyl-5,6,7,8-tetrahydroquinazoline. The NMR spectrum was consistent with the proposed structures. The cis/trans -2,4-diamino-5-methyl-6-phenyl-5,...